describe an organic reaction: reactants, conditions, products, and yield From a dataset of the Open Reaction Database (ORD), a public repository of structured organic reaction records. The reactants are NC=1SC=C(N1)C(C(=O)N[C@H]1[C@H]2SCC(=C(N2C1=O)C(=O)O)CSC1=NC(=NC=C1C1=CC(=C(C=C1)O)O)C1=CC=CC=C1)=O ((6R,7R)-7-(2-Amino-4-thiazoleglyoxylamido)-3-[[(5-(3,4-dihydroxyphenyl)-2-phenyl-4-pyrimidinyl]thio]methyl]-8-oxo-5-thia-1-azabicyclo[4.2.0]oct-2-ene-2-carboxylic acid), NOCC=1NC=C(C(N1)=O)O (2-(aminooxy)methyl-5-hydroxy-4(1H)-pyrimidinone), CS(=O)(=O)O (methanesulphonic acid). The solvent is CC(=O)N(C)C (dimethylacetamide). Run at time 18 hour. Yields the product NC=1SC=C(N1)/C(/C(=O)N[C@H]1[C@H]2SCC(=C(N2C1=O)C(=O)O)CSC1=NC(=NC=C1C1=CC(=C(C=C1)O)O)C1=CC=CC=C1)=N/OCC=1NC=C(C(N1)=O)O ((6R,7R)-7-[(Z)-2-(2-amino-4-thiazolyl)-2-[[(1,4-dihydro-5-hydroxy-4-oxo-2-pyrimidinyl)methoxy]imino]acetamido]-3-[[[5-(3,4-dihydroxyphenyl)-2-phenyl-4-pyrimidinyl]thio]methyl]-8-oxo-5-thia-1-azabicyclo[4.2.0]oct-2-ene-2 -carboxylic acid). Yield: 36.0%. As a reaction SMILES: [NH2:1][C:2]1[S:3][CH:4]=[C:5]([C:7](=O)[C:8]([NH:10][C@@H:11]2[C:18](=[O:19])[N:17]3[C@@H:12]2[S:13][CH2:14][C:15]([CH2:23][S:24][C:25]2[C:30]([C:31]4[CH:36]=[CH:35][C:34]([OH:37])=[C:33]([OH:38])[CH:32]=4)=[CH:29][N:28]=[C:27]([C:39]4[CH:44]=[CH:43][CH:42]=[CH:41][CH:40]=4)[N:26]=2)=[C:16]3[C:20]([OH:22])=[O:21])=[O:9])[N:6]=1.[NH2:46][O:47][CH2:48][C:49]1[NH:50][CH:51]=[C:52]([OH:56])[C:53](=[O:55])[N:54]=1.CS(O)(=O)=O>CC(N(C)C)=O>[NH2:1][C:2]1[S:3][CH:4]=[C:5](/[C:7](=[N:46]/[O:47][CH2:48][C:49]2[NH:50][CH:51]=[C:52]([OH:56])[C:53](=[O:55])[N:54]=2)/[C:8]([NH:10][C@@H:11]2[C:18](=[O:19])[N:17]3[C@@H:12]2[S:13][CH2:14][C:15]([CH2:23][S:24][C:25]2[C:30]([C:31]4[CH:36]=[CH:35][C:34]([OH:37])=[C:33]([OH:38])[CH:32]=4)=[CH:29][N:28]=[C:27]([C:39]4[CH:40]=[CH:41][CH:42]=[CH:43][CH:44]=4)[N:26]=2)=[C:16]3[C:20]([OH:22])=[O:21])=[O:9])[N:6]=1. Procedure: (6R,7R)-7-(2-Amino-4-thiazoleglyoxylamido)-3-[[(5-(3,4-dihydroxyphenyl)-2-phenyl-4-pyrimidinyl]thio]methyl]-8-oxo-5-thia-1-azabicyclo[4.2.0]oct-2-ene-2-carboxylic acid (60 mg) (0.09 mmol), 20.5 mg (0.13 mmol) of 2-(aminooxy)methyl-5-hydroxy-4(1H)-pyrimidinone and 13 mg (0.13 mmol) of methanesulphonic acid are dissolved in 0.6 ml of absolute dimethylacetamide. After stirring at room temperature for 18 hours the mixture is concentrated in a high vacuum at room temperature and the residue is crysta... Starting materials: F[B-](F)(F)F, CC(NC(=O)OC(C)(C)C)C(=O)O, CCN(C(C)C)C(C)C, ClCCl, Cl, OC1CNC1, [Na+], O=C([O-])O, CN(C)C(On1nnc2ccccc21)=[N+](C)C. Yields the product CC(NC(=O)OC(C)(C)C)C(=O)N1CC(O)C1. RXN SMILES: [B-:23]([F:24])([F:25])([F:26])[F:27].[C:10]([CH3:11])([CH3:12])([CH3:13])[O:14][C:15](=[O:16])[NH:17][CH:18]([C:19](=[O:20])[OH:21])[CH3:22].[CH:1]([N:2]([CH2:3][CH3:4])[CH:5]([CH3:6])[CH3:7])([CH3:8])[CH3:9].[Cl:56][CH2:57][Cl:58].[ClH:45].[NH:46]1[CH2:47][CH:48]([OH:50])[CH2:49]1.[Na+:55].[O-:51][C:52]([OH:53])=[O:54].[n:28]1([O:29][C:30]([N:31]([CH3:32])[CH3:33])=[N+:34]([CH3:35])[CH3:36])[c:37]2[cH:38][cH:39][cH:40][cH:41][c:42]2[n:43][n:44]1>>[C:10]([CH3:11])([CH3:12])([CH3:13])[O:14][C:15](=[O:16])[NH:17][CH:18]([C:19](=[O:21])[N:46]1[CH2:47][CH:48]([OH:50])[CH2:49]1)[CH3:22].